This data is from the Open Reaction Database (ORD), a public repository of structured organic reaction records. The task is: describe an organic reaction: reactants, conditions, products, and yield Reactants: C1(CC1)N1C=C(C(C2=CC(=C(C(=C12)F)F)F)=O)C(=O)O (1-cyclopropyl-6,7,8-trifluoro-1,4-dihydro-4-oxo-3-quinolinecarboxylic acid), S1C(=CC=C1)C1NCCNC1 (2-(2-thienyl)piperazine), C1CN2CCN1CC2 (1,4-diazobicyclo[2.2.2]octane). The solvent is CS(=O)C (DMSO). Product: C1(CC1)N1C=C(C(C2=CC(=C(C(=C12)F)N1CC(NCC1)C=1SC=CC1)F)=O)C(=O)O (1-cyclopropyl-6,8-difluoro-1,4-dihydro-4-oxo-7-[3-(2-thienyl)-1-piperazinyl]-3-quinolinecarboxylic acid). Isolated yield 55.6%. Reaction SMILES: [CH:1]1([N:4]2[C:13]3[C:8](=[CH:9][C:10]([F:16])=[C:11](F)[C:12]=3[F:14])[C:7](=[O:17])[C:6]([C:18]([OH:20])=[O:19])=[CH:5]2)[CH2:3][CH2:2]1.[S:21]1[CH:25]=[CH:24][CH:23]=[C:22]1[CH:26]1[CH2:31][NH:30][CH2:29][CH2:28][NH:27]1.C1N2CCN(CC2)C1>CS(C)=O>[CH:1]1([N:4]2[C:13]3[C:8](=[CH:9][C:10]([F:16])=[C:11]([N:30]4[CH2:29][CH2:28][NH:27][CH:26]([C:22]5[S:21][CH:25]=[CH:24][CH:23]=5)[CH2:31]4)[C:12]=3[F:14])[C:7](=[O:17])[C:6]([C:18]([OH:20])=[O:19])=[CH:5]2)[CH2:2][CH2:3]1. Procedure: 2.8 g (0.01 mole) of 1-cyclopropyl-6,7,8-trifluoro-1,4-dihydro-4-oxo-3-quinolinecarboxylic acid (Example A) are heated to 140° C. together with 1.8 g (0.011 mole) of 2-(2-thienyl)piperazine and 2.2 g (0.02 mole) of 1,4-diazobicyclo[2.2.2]octane in 6 ml of DMSO for 2 hours. The mixture is concentrated under high vacuum, the residue is stirred with 20 ml of water, and the precipitate is filtered off with suction and boiled in 20 ml of methanol. 2.4 g (56% of theory) of 1-cyclopropyl-6,8-difluoro-1... As a reaction SMILES: [C:45](=[O:46])([O-:47])[O-:48].[CH2:60]([O:61][CH2:62][CH3:63])[CH3:64].[CH3:56][S:57]([CH3:58])=[O:59].[CH:1]([c:2]1[cH:3][cH:4][cH:5][cH:6][cH:7]1)([c:8]1[cH:9][cH:10][cH:11][cH:12][cH:13]1)[O:14][C:15]([C:16](=[N:17][OH:18])[c:19]1[n:20][c:21]([NH:24][C:25]([c:26]2[cH:27][cH:28][cH:29][cH:30][cH:31]2)([c:32]2[cH:33][cH:34][cH:35][cH:36][cH:37]2)[c:38]2[cH:39][cH:40][cH:41][cH:42][cH:43]2)[s:22][cH:23]1)=[O:44].[Cl:51][CH2:52][C:53]#[N:54].[K+:49].[K+:50].[OH2:55]>>[CH:1]([c:2]1[cH:3][cH:4][cH:5][cH:6][cH:7]1)([c:8]1[cH:9][cH:10][cH:11][cH:12][cH:13]1)[O:14][C:15]([C:16](=[N:17][O:18][CH2:52][C:53]#[N:54])[c:19]1[n:20][c:21]([NH:24][C:25]([c:26]2[cH:27][cH:28][cH:29][cH:30][cH:31]2)([c:32]2[cH:33][cH:34][cH:35][cH:36][cH:37]2)[c:38]2[cH:39][cH:40][cH:41][cH:42][cH:43]2)[s:22][cH:23]1)=[O:44]. Yields the product N#CCON=C(C(=O)OC(c1ccccc1)c1ccccc1)c1csc(NC(c2ccccc2)(c2ccccc2)c2ccccc2)n1. Reactants: O=C([O-])[O-], CCOCC, CS(C)=O, O=C(OC(c1ccccc1)c1ccccc1)C(=NO)c1csc(NC(c2ccccc2)(c2ccccc2)c2ccccc2)n1, N#CCCl, [K+], [K+], O. Run in ClCCl.C(C)O (dichloromethane ethanol). Procedure details: Prepared analogously to Example 90 from 1-methyl-2-[N-(4-amidino-2-methoxyphenyl)aminomethyl]benzimidazol-5-yl-carboxylic acid-N-phenyl-N-(2-ethoxycarbonylethyl)amide hydrochloride and n-pentyl chloroformate. Yield: 53% of theory, C35H42N6O6 (642.7); Rf value: 0.54 (silica gel; dichloromethane/ethanol=9:1); EKA mass spectrum: (M+H)+=643; (M+H+Na)++=333.4. Reactants: Cl.C1(=CC=CC=C1)N(C(=O)C1=CC2=C(N(C(=N2)CNC2=C(C=C(C=C2)C(N)=N)OC)C)C=C1)CCC(=O)OCC (1-methyl-2-[N-(4-amidino-2-methoxyphenyl)aminomethyl]benzimidazol-5-yl-carboxylic acid-N-phenyl-N-(2-ethoxycarbonylethyl)amide hydrochloride), ClC(=O)OCCCCC (n-pentyl chloroformate), C35H42N6O6. The yield is 53.0%. Yields the product C1(=CC=CC=C1)N(C(=O)C1=CC2=C(N(C(=N2)CNC2=C(C=C(C=C2)C(NC(=O)OCCCCC)=N)OC)C)C=C1)CCC(=O)OCC (1-Methyl-2-[N-(2-methoxy-4-n-pentoxycarbonylamidinophenyl)aminomethyl]benzimidazol-5-yl-carboxylic acid-N-phenyl-N-(2-ethoxycarbonylethyl)amide). As a reaction SMILES: Cl.[C:2]1([N:8]([CH2:34][CH2:35][C:36]([O:38][CH2:39][CH3:40])=[O:37])[C:9]([C:11]2[CH:33]=[CH:32][C:14]3[N:15]([CH3:31])[C:16]([CH2:18][NH:19][C:20]4[CH:25]=[CH:24][C:23]([C:26](=[NH:28])[NH2:27])=[CH:22][C:21]=4[O:29][CH3:30])=[N:17][C:13]=3[CH:12]=2)=[O:10])[CH:7]=[CH:6][CH:5]=[CH:4][CH:3]=1.Cl[C:42]([O:44][CH2:45][CH2:46][CH2:47][CH2:48][CH3:49])=[O:43]>ClCCl.C(O)C>[C:2]1([N:8]([CH2:34][CH2:35][C:36]([O:38][CH2:39][CH3:40])=[O:37])[C:9]([C:11]2[CH:33]=[CH:32][C:14]3[N:15]([CH3:31])[C:16]([CH2:18][NH:19][C:20]4[CH:25]=[CH:24][C:23]([C:26](=[NH:27])[NH:28][C:42]([O:44][CH2:45][CH2:46][CH2:47][CH2:48][CH3:49])=[O:43])=[CH:22][C:21]=4[O:29][CH3:30])=[N:17][C:13]=3[CH:12]=2)=[O:10])[CH:3]=[CH:4][CH:5]=[CH:6][CH:7]=1 |f:0.1,3.4|. The reactants are O=O (oxygen), CC(=O)C.OS(=O)(=O)O.O=[Cr](=O)=O (Jones' reagent), CC(CCC=C)(CCCCCC)O (5-methyl-1-undecen-5-ol), O=[O+][O-] (ozone), O=[O+][O-] (ozone). Solvent: CC(=O)C (acetone). The product is CC1(CCC(=O)O1)CCCCCC (4-methyl-4-decanolide). Yield: 89.0%. As a reaction SMILES: [CH3:1][C:2]([OH:13])([CH2:7][CH2:8][CH2:9][CH2:10][CH2:11][CH3:12])[CH2:3][CH2:4][CH:5]=C.[O:14]=[O+][O-].O=O.CC(C)=O.OS(O)(=O)=O.O=[Cr](=O)=O>CC(C)=O>[CH3:1][C:2]1([CH2:7][CH2:8][CH2:9][CH2:10][CH2:11][CH3:12])[O:13][C:5](=[O:14])[CH2:4][CH2:3]1 |f:3.4.5|. Procedure details: A solution of 5-methyl-1-undecen-5-ol (9.2 g., 0.05 mol) in acetone (100 ml) was cooled in a dry-ice-isopropanol bath while a stream of ozone was bubbling through it. When reaction was complete, excess ozone was expelled with oxygen and the reaction mixture was treated with Jones' reagent until an orange color persisted. Acetone was removed by evaporation and the residue was distributed between water and methylene chloride. The organic solution was separated, washed with water, and evaporated. T... The reactants are C(C)I (ethyl iodide), C1(=CC=CC=C1)[C@@H]1NC(N[C@H]1C1=CC=CC=C1)=S (trans-4,5-diphenyl-imidazolidine-2-thione), C(C)I (ethyl iodide). Solvent: CO (methanol). The product is I.C(C)SC=1N[C@H]([C@@H](N1)C1=CC=CC=C1)C1=CC=CC=C1 (trans-2-Ethylthio-4,5-diphenyl-imidazoline hydroiodide). As a reaction SMILES: [CH2:1]([I:3])[CH3:2].[C:4]1([C@H:10]2[C@H:14]([C:15]3[CH:20]=[CH:19][CH:18]=[CH:17][CH:16]=3)[NH:13][C:12](=[S:21])[NH:11]2)[CH:9]=[CH:8][CH:7]=[CH:6][CH:5]=1>CO>[IH:3].[CH2:1]([S:21][C:12]1[NH:11][C@@H:10]([C:4]2[CH:5]=[CH:6][CH:7]=[CH:8][CH:9]=2)[C@H:14]([C:15]2[CH:16]=[CH:17][CH:18]=[CH:19][CH:20]=2)[N:13]=1)[CH3:2] |f:3.4|. Reported procedure: 25 ml of methanol and 1.85 g of ethyl iodide are added to 2.5 g of DL-trans-4,5-diphenyl-imidazolidine-2-thione and the mixture is refluxed for 15 hours. A further 0.4 g of ethyl iodide is then added and the mixture is refluxed for a further 5 hours. It is then evaporated to dryness. DL-trans-2-Ethylthio-4,5-diphenyl-imidazoline hydroiodide is obtained. In order to convert it to the base, this hydroiodide is suspended in 100 ml of ethyl acetate and 100 ml of water, the suspension is rendered alk... Reactants: C(#N)C1=C(C=CC(=C1)C)C1=CC(=CC(=C1)C(C(F)(F)F)O)C(=O)OC (methyl 2′-cyano-4′-methyl-5-(2,2,2-trifluoro-1-hydroxyethyl)biphenyl-3-carboxylate), [OH-].[Li+] (lithium hydroxide), [NH4+].[Cl-] (NH4Cl), CCOC(=O)C (EtOAc). The solvent is O1CCOCC1 (1,4-dioxane), O (water). Reaction conditions: time 4 hour. Yields the product C(#N)C1=C(C=CC(=C1)C)C1=CC(=CC(=C1)C(C(F)(F)F)O)C(=O)O (2′-Cyano-4′-methyl-5-(2,2,2-trifluoro-1-hydroxyethyl)biphenyl-3-carboxylic acid). RXN SMILES: [C:1]([C:3]1[CH:8]=[C:7]([CH3:9])[CH:6]=[CH:5][C:4]=1[C:10]1[CH:15]=[C:14]([CH:16]([OH:21])[C:17]([F:20])([F:19])[F:18])[CH:13]=[C:12]([C:22]([O:24]C)=[O:23])[CH:11]=1)#[N:2].[OH-].[Li+].[NH4+].[Cl-].CCOC(C)=O>O1CCOCC1.O>[C:1]([C:3]1[CH:8]=[C:7]([CH3:9])[CH:6]=[CH:5][C:4]=1[C:10]1[CH:15]=[C:14]([CH:16]([OH:21])[C:17]([F:18])([F:20])[F:19])[CH:13]=[C:12]([C:22]([OH:24])=[O:23])[CH:11]=1)#[N:2] |f:1.2,3.4|. Procedure details: To a stirred solution of methyl 2′-cyano-4′-methyl-5-(2,2,2-trifluoro-1-hydroxyethyl)biphenyl-3-carboxylate (250 mg, 0.72 mmol) in 1,4-dioxane (5 mL) and water (2.5 mL) was added lithium hydroxide (50 mg, 2.1 mmol). The reaction mixture was stirred at rt for 4 h, and then treated with aq. NH4Cl and EtOAc. The organic layer was separated, dried over anhydrous MgSO4, and concentrated. The residue was purified by silica gel chromatography to afford the title compound. 1H NMR (CDCl3, 400 MHz): 8.27 ... The reactants are [Al] (aluminum), C(C)(C)(C)OC(NCC1=NC=C(C2=CC(=C(C=C12)OC)OC)NC(=S)N)=O ((6,7-dimethoxy-4-thioureido-isoquinolin-1-ylmethyl)carbamic acid tert-butyl ester), ClCC(C)=O (chloroacetone), [O-]S(=O)(=O)[O-].[Mg+2] (MgSO4). Run in CC(=O)C (acetone). Run at time 20 hour. Product: C(C)(C)(C)OC(NCC1=NC=C(C2=CC(=C(C=C12)OC)OC)NC=1SC=C(N1)C)=O ([6,7-dimethoxy-4-(4-methyl-thiazol-2-ylamino)isoquinolin-1-ylmethyl]carbamic acid tert-butyl ester). RXN SMILES: [C:1]([O:5][C:6](=[O:27])[NH:7][CH2:8][C:9]1[C:18]2[C:13](=[CH:14][C:15]([O:21][CH3:22])=[C:16]([O:19][CH3:20])[CH:17]=2)[C:12]([NH:23][C:24]([NH2:26])=[S:25])=[CH:11][N:10]=1)([CH3:4])([CH3:3])[CH3:2].Cl[CH2:29][C:30](=O)[CH3:31].[O-]S([O-])(=O)=O.[Mg+2].[Al]>CC(C)=O>[C:1]([O:5][C:6](=[O:27])[NH:7][CH2:8][C:9]1[C:18]2[C:13](=[CH:14][C:15]([O:21][CH3:22])=[C:16]([O:19][CH3:20])[CH:17]=2)[C:12]([NH:23][C:24]2[S:25][CH:29]=[C:30]([CH3:31])[N:26]=2)=[CH:11][N:10]=1)([CH3:4])([CH3:2])[CH3:3] |f:2.3|. Reported procedure: A solution of (6,7-dimethoxy-4-thioureido-isoquinolin-1-ylmethyl)carbamic acid tert-butyl ester (50 mg, 0.127 mmol) and chloroacetone (13.0 mg, 0.140 mmol) in acetone (1.4 mL) in a conical vial was added MgSO4 (7.7 mg, 0.0637 mmol). The resulting suspension was placed in an aluminum block preheated to 60° C. and was allowed to stir for 20 h. The reaction was cooled and concentrated. The residue was purified using a 5 g silica cartridge (MeOH/CH2Cl2, 2:98) to give [6,7-dimethoxy-4-(4-methyl-thiaz... Starting materials: Cc1cc(O)cc(Br)c1, FC(F)(F)c1ccc(Cl)nc1, [K+], [K+], O=C([O-])[O-], CN(C)C=O. The product is Cc1cc(Br)cc(Oc2ccc(C(F)(F)F)cn2)c1. RXN SMILES: [Br:1][c:2]1[cH:3][c:4]([OH:9])[cH:5][c:6]([CH3:8])[cH:7]1.[Cl:16][c:17]1[n:18][cH:19][c:20]([C:23]([F:24])([F:25])[F:26])[cH:21][cH:22]1.[K+:10].[K+:11].[O-:12][C:13]([O-:14])=[O:15].[O:27]=[CH:28][N:29]([CH3:30])[CH3:31]>>[Br:1][c:2]1[cH:3][c:4]([O:9][c:17]2[n:18][cH:19][c:20]([C:23]([F:24])([F:25])[F:26])[cH:21][cH:22]2)[cH:5][c:6]([CH3:8])[cH:7]1.